This data is from the Open Reaction Database (ORD), a public repository of structured organic reaction records. The task is: describe an organic reaction: reactants, conditions, products, and yield The reactants are C(C)(C)(C)OC(=O)N[C@@H]1CC[C@H](CC1)C(=O)O (trans-4-tert-Butoxycarbonylamino-cyclohexanecarboxylic acid), Cl.CNOC (N,O-dimethyl-hydroxylamine hydrochloride), CN1CCOCC1 (N-methylmorpholine), CCN=C=NCCCN(C)C (EDCI), C=1C=CC2=C(C1)N=NN2O (HOBT). Run in C(Cl)Cl (CH2Cl2). Run at time 2 hour. Product: C(C)(C)(C)OC(N[C@@H]1CC[C@H](CC1)C(N(C)OC)=O)=O (trans-[4-(Methoxy-methyl-carbamoyl)-cyclohexyl]-carbamic acid tert-butyl ester). Isolated yield 103.0%. RXN SMILES: [C:1]([O:5][C:6]([NH:8][C@H:9]1[CH2:14][CH2:13][C@H:12]([C:15]([OH:17])=O)[CH2:11][CH2:10]1)=[O:7])([CH3:4])([CH3:3])[CH3:2].Cl.[CH3:19][NH:20][O:21][CH3:22].CN1CCOCC1.CCN=C=NCCCN(C)C.C1C=CC2N(O)N=NC=2C=1>C(Cl)Cl>[C:1]([O:5][C:6](=[O:7])[NH:8][C@H:9]1[CH2:10][CH2:11][C@H:12]([C:15](=[O:17])[N:20]([O:21][CH3:22])[CH3:19])[CH2:13][CH2:14]1)([CH3:2])([CH3:3])[CH3:4] |f:1.2|. Procedure details: A solution of 20 g (82.2 mmol) trans-4-tert-Butoxycarbonylamino-cyclohexanecarboxylic acid in 1.2 l CH2Cl2 was treated with 12.83 g (131.5 mmol) N,O-dimethyl-hydroxylamine hydrochloride, 10.85 ml (98.6 mmol) N-methylmorpholine and at 0° C. with 18.91 g (98.64 mmol) EDCI and 12.62 g (82.2 mmol) HOBT. The reaction mixture was stirred 2 h at room temperature and extracted with aqueous 10% KHSO4/Et2O (3×). The organic phases were washed with aqueous saturated NaHCO3, 10% NaCl and dried over Na2SO4 t... The reactants are C[Si](C)(C)Nc1c(F)cccc1F, CS(C)=O, CC#N, Cc1ccn2nc(S(=O)(=O)Cl)nc2n1, Cl. The product is Cc1ccn2nc(S(=O)(=O)Nc3c(F)cccc3F)nc2n1. As a reaction SMILES: [CH3:15][Si:16]([NH:17][c:18]1[c:19]([F:25])[cH:20][cH:21][cH:22][c:23]1[F:24])([CH3:26])[CH3:27].[CH3:28][S:29](=[O:30])[CH3:31].[CH3:33][C:34]#[N:35].[Cl:1][S:2](=[O:3])(=[O:4])[c:5]1[n:6][n:7]2[c:8]([n:9][c:10]([CH3:13])[cH:11][cH:12]2)[n:14]1.[ClH:32]>>[S:2](=[O:3])(=[O:4])([c:5]1[n:6][n:7]2[c:8]([n:9][c:10]([CH3:13])[cH:11][cH:12]2)[n:14]1)[NH:17][c:18]1[c:19]([F:25])[cH:20][cH:21][cH:22][c:23]1[F:24]. Starting materials: HRh(CO)(PPh3)3, C1(=CC=CC=C1)P(C1=CC=CC=C1)C1=CC=CC=C1 (triphenylphosphine), C1(=CC=CC=C1)P(C1=CC=CC=C1)C[C@H]1[C@@H](CC1)CP(C1=CC=CC=C1)C1=CC=CC=C1 (trans-1,2-bis(diphenylphosphinomethyl)cyclobutane), C(C=C)O (allyl alcohol), C(CC)O (n-propanol), C1(=CC=CC=C1)C (toluene). Reaction conditions: temperature 65 celsius, time 2 hour. Yields the product C(CC)=O (propionaldehyde), CC(C=O)CO (2-methyl-3-hydroxy-propionaldehyde), OCCCC=O (4-hydroxybutyraldehyde). RXN SMILES: C1(C)C=CC=CC=1.C1(P(C2C=CC=CC=2)C2C=CC=CC=2)C=CC=CC=1.C1(P(C[C@@H]2CC[C@H]2CP(C2C=CC=CC=2)C2C=CC=CC=2)C2C=CC=CC=2)C=CC=CC=1.[CH2:59]([OH:62])[CH:60]=[CH2:61].[CH2:63]([OH:66])[CH2:64][CH3:65]>>[CH:59](=[O:62])[CH2:60][CH3:61].[CH3:65][CH:64]([CH2:59][OH:62])[CH:63]=[O:66].[OH:62][CH2:59][CH2:60][CH2:61][CH:63]=[O:66]. Reported procedure: The autoclave was charged with 320 ml of a toluene solution containing 0.60 mmole of HRh(CO)(PPh3)3, 60 mmoles of triphenylphosphine and 0.525 mmole of trans-1,2-bis(diphenylphosphinomethyl)cyclobutane. The atmosphere in the autoclave was thoroughly purged with nitrogen gas and, then, with hydrogen/carbon monoxide (mol. ratio, 2:1) and the autoclave was heated to a constant temperature of 65° C. Then, a gaseous mixture of hydrogen and carbon monoxide (mol. ratio, 2:1) was introduced into the aut... Starting materials: CCO, Cl, CC(C)c1nccn1N, CC(C)(C)c1cc(C=O)cc(C(C)(C)C)c1O. Product: CC(C)c1nccn1N=Cc1cc(C(C)(C)C)c(O)c(C(C)(C)C)c1. Reaction SMILES: [CH3:28][CH2:29][OH:30].[ClH:1].[NH2:2][n:3]1[c:4]([CH:8]([CH3:9])[CH3:10])[n:5][cH:6][cH:7]1.[OH:11][c:12]1[c:13]([C:24]([CH3:25])([CH3:26])[CH3:27])[cH:14][c:15]([CH:16]=[O:17])[cH:18][c:19]1[C:20]([CH3:21])([CH3:22])[CH3:23]>>[N:2]([n:3]1[c:4]([CH:8]([CH3:9])[CH3:10])[n:5][cH:6][cH:7]1)=[CH:16][c:15]1[cH:14][c:13]([C:24]([CH3:25])([CH3:26])[CH3:27])[c:12]([OH:11])[c:19]([C:20]([CH3:21])([CH3:22])[CH3:23])[cH:18]1. Starting materials: COC=1C=CC=C(C1C=2C=CC=CC2P(C3CCCCC3)C4CCCCC4)OC (S-Phos), BrC1=C(C=CC=C1)CN1C=NC(C2=C1N=C(S2)N2CCOCC2)=O (4-[(2-bromophenyl)methyl]-2-(4-morpholinyl)[1,3]thiazolo[4,5-d]pyrimidin-7(4H)-one), C(C)B(O)O (ethylboronic acid), P(=O)([O-])([O-])[O-].[K+].[K+].[K+] (potassium phosphate). Reagents/catalysts: CC(=O)[O-].CC(=O)[O-].[Pd+2] (Pd(OAc)2). The solvent is C1(=CC=CC=C1)C (Toluene). The product is C(C)C1=C(C=CC=C1)CN1C=NC(C2=C1N=C(S2)N2CCOCC2)=O (4-[(2-ethylphenyl)methyl]-2-(4-morpholinyl)[1,3]thiazolo[4,5-d]pyrimidin-7(4H)-one). The yield is 57.1%. Reaction SMILES: Br[C:2]1[CH:7]=[CH:6][CH:5]=[CH:4][C:3]=1[CH2:8][N:9]1[C:14]2[N:15]=[C:16]([N:18]3[CH2:23][CH2:22][O:21][CH2:20][CH2:19]3)[S:17][C:13]=2[C:12](=[O:24])[N:11]=[CH:10]1.[CH2:25](B(O)O)[CH3:26].P([O-])([O-])([O-])=O.[K+].[K+].[K+].COC1C=CC=C(OC)C=1C1C=CC=CC=1P(C1CCCCC1)C1CCCCC1>C1(C)C=CC=CC=1.CC([O-])=O.CC([O-])=O.[Pd+2]>[CH2:25]([C:2]1[CH:7]=[CH:6][CH:5]=[CH:4][C:3]=1[CH2:8][N:9]1[C:14]2[N:15]=[C:16]([N:18]3[CH2:23][CH2:22][O:21][CH2:20][CH2:19]3)[S:17][C:13]=2[C:12](=[O:24])[N:11]=[CH:10]1)[CH3:26] |f:2.3.4.5,8.9.10|. Procedure: A mixture of 4-[(2-bromophenyl)methyl]-2-(4-morpholinyl)[1,3]thiazolo[4,5-d]pyrimidin-7(4H)-one (120 mg, 0.295 mmol), ethylboronic acid (32.7 mg, 0.442 mmol) and potassium phosphate (125 mg, 0.589 mmol) in Toluene (2 mL) was charged into a microwave tube under N2, followed by the addition of S-Phos (12.10 mg, 0.029 mmol), and Pd(OAc)2 (3.31 mg, 0.015 mmol). The mixture was irradiated with microwave at 150° C. for 15 min. The solvent was removed and the residue was partitioned between DCM and bri... The reactants are FC1=C(C=C(C=C1)C(F)(F)F)[N+](=O)[O-] (1-fluoro-2-nitro-4-trifluoromethylbenzene), NC1CCOCC1 (4-aminotetrahydropyran). Run in N1=CC=CC=C1 (pyridine). Conditions: temperature 98 celsius, time 23 hour. The product is O1CCC(CC1)NC1=C(C=C(C=C1)C(F)(F)F)[N+](=O)[O-] (1-(tetrahydropyran-4-yl)amino-2-nitro-4-trifluoromethylbenzene). Yield: 90.6%. RXN SMILES: F[C:2]1[CH:7]=[CH:6][C:5]([C:8]([F:11])([F:10])[F:9])=[CH:4][C:3]=1[N+:12]([O-:14])=[O:13].[NH2:15][CH:16]1[CH2:21][CH2:20][O:19][CH2:18][CH2:17]1>N1C=CC=CC=1>[O:19]1[CH2:20][CH2:21][CH:16]([NH:15][C:2]2[CH:7]=[CH:6][C:5]([C:8]([F:11])([F:10])[F:9])=[CH:4][C:3]=2[N+:12]([O-:14])=[O:13])[CH2:17][CH2:18]1. Reported procedure: A 3-neck flask (200 mL) was charged with 1-fluoro-2-nitro-4-trifluoromethylbenzene (1.59 g, 7.61 mmol), 4-aminotetrahydropyran (1.00 g, 9.89 mmol), and pyridine (16 mL), and this was stirred at 98° C. for 23 hours. The yellow oil produced was allowed to cool, distilled water (approx. 20 mL) was added with stirring, and the precipitated crystals were filtered off. These were washed with distilled water and dried with heating at reduced pressure to yield the title compound (2.00 g, 90.5% yield) as... The reactants are ClC=1C(=NC=CN1)C(NC(=O)C1CC(C1)=C)C1=CC=C2C=CC(=NC2=C1)C1=CC=CC=C1 (N-[(3-Chloropyrazin-2-yl)(2-phenylquinolin-7-yl)methyl]-3 methylenecyclobutanecarboxamide), CN(C)C=O (DMF). Solvent: O=P(Cl)(Cl)Cl (POCl3). Reaction conditions: temperature 55 celsius. Yields the product ClC=1C=2N(C=CN1)C(=NC2C2=CC=C1C=CC(=NC1=C2)C2=CC=CC=C2)C2CC(C2)=C (7-[8-Chloro-3-(3-methylenecyclobutyl)-imidazo[1,5-a]pyrazin-1-yl]-2-phenylquinoline). Reaction SMILES: [Cl:1][C:2]1[C:3]([CH:8]([C:17]2[CH:26]=[C:25]3[C:20]([CH:21]=[CH:22][C:23]([C:27]4[CH:32]=[CH:31][CH:30]=[CH:29][CH:28]=4)=[N:24]3)=[CH:19][CH:18]=2)[NH:9][C:10]([CH:12]2[CH2:15][C:14](=[CH2:16])[CH2:13]2)=O)=[N:4][CH:5]=[CH:6][N:7]=1.CN(C=O)C>O=P(Cl)(Cl)Cl>[Cl:1][C:2]1[C:3]2[N:4]([C:10]([CH:12]3[CH2:15][C:14](=[CH2:16])[CH2:13]3)=[N:9][C:8]=2[C:17]2[CH:26]=[C:25]3[C:20]([CH:21]=[CH:22][C:23]([C:27]4[CH:32]=[CH:31][CH:30]=[CH:29][CH:28]=4)=[N:24]3)=[CH:19][CH:18]=2)[CH:5]=[CH:6][N:7]=1. Procedure: N-[(3-Chloropyrazin-2-yl)(2-phenylquinolin-7-yl)methyl]-3 methylenecyclobutanecarboxamide (0.02 mmol, 10 g) was dissolved in 150 mL POCl3 in a 250 mL rbf, charged with 0.1 mL DMF and heated to 55° C. under a consistent N2 flow for 1 h (the reaction was vented with a needle). The excess POCl3 was removed under reduced pressure and the residue was quenched with 2 N NH3 in isopropanol (250 mL) at 0° C. and water. The aqueous layer was washed with DCM (100 mL×2) and the combined organic layer was dr... The reactants are CCCN, O=Cc1cc(S(=O)c2cccc(NS(=O)(=O)c3ccccc3)c2)ccc1[N+](=O)[O-], [Na+], O=C([O-])O. Product: CCCNCc1cc(S(=O)c2cccc(NS(=O)(=O)c3ccccc3)c2)ccc1[N+](=O)[O-]. RXN SMILES: [CH3:30][CH2:31][CH2:32][NH2:33].[CH:1](=[O:2])[c:3]1[cH:4][c:5]([S:12](=[O:13])[c:14]2[cH:15][c:16]([NH:20][S:21](=[O:22])(=[O:23])[c:24]3[cH:25][cH:26][cH:27][cH:28][cH:29]3)[cH:17][cH:18][cH:19]2)[cH:6][cH:7][c:8]1[N+:9](=[O:10])[O-:11].[Na+:38].[O-:34][C:35]([OH:36])=[O:37]>>[CH2:1]([c:3]1[cH:4][c:5]([S:12](=[O:13])[c:14]2[cH:15][c:16]([NH:20][S:21](=[O:22])(=[O:23])[c:24]3[cH:25][cH:26][cH:27][cH:28][cH:29]3)[cH:17][cH:18][cH:19]2)[cH:6][cH:7][c:8]1[N+:9](=[O:10])[O-:11])[NH:33][CH2:32][CH2:31][CH3:30]. Conditions: temperature 160 celsius. Reported procedure: To a microwave vial was added 2 ml of a solution of 3,6-dichloro-N-[6-(1H-indol-4-yl)-1H-indazol-4-yl]-2-pyridinecarboxamide (306 mg, 0.71 mmol) in DMSO (6 ml). Piperidine (0.024 ml, 0.25 mmol) and DIPEA (0.129 ml) were added and the mixture was heated at 160° C. for 2 h under microwave irradiation. The crude reaction mixture was dissolved in DMSO/MeOH (1:1) and purified by Mass Directed Automated Preparative HPLC (Method E). The sample was further purified by Mass Directed Automated Preparative... RXN SMILES: [Cl:1][C:2]1[C:3]([C:9]([NH:11][C:12]2[CH:20]=[C:19]([C:21]3[CH:29]=[CH:28][CH:27]=[C:26]4[C:22]=3[CH:23]=[CH:24][NH:25]4)[CH:18]=[C:17]3[C:13]=2[CH:14]=[N:15][NH:16]3)=[O:10])=[N:4][C:5](Cl)=[CH:6][CH:7]=1.[NH:30]1[CH2:35][CH2:34][CH2:33][CH2:32][CH2:31]1.CCN(C(C)C)C(C)C>CS(C)=O.CS(C)=O.CO>[Cl:1][C:2]1[C:3]([C:9]([NH:11][C:12]2[CH:20]=[C:19]([C:21]3[CH:29]=[CH:28][CH:27]=[C:26]4[C:22]=3[CH:23]=[CH:24][NH:25]4)[CH:18]=[C:17]3[C:13]=2[CH:14]=[N:15][NH:16]3)=[O:10])=[N:4][C:5]([N:30]2[CH2:35][CH2:34][CH2:33][CH2:32][CH2:31]2)=[CH:6][CH:7]=1 |f:4.5|. Yield: 18.7%. Run in CS(=O)C (DMSO), CS(=O)C.CO (DMSO MeOH). The product is ClC=1C(=NC(=CC1)N1CCCCC1)C(=O)NC1=C2C=NNC2=CC(=C1)C1=C2C=CNC2=CC=C1 (3-Chloro-N-[6-(1H-indol-4-yl)-1H-indazol-4-yl]-6-(1-piperidinyl)-2-pyridinecarboxamide). Reactants: N1CCCCC1 (Piperidine), CCN(C(C)C)C(C)C (DIPEA), solution, ClC=1C(=NC(=CC1)Cl)C(=O)NC1=C2C=NNC2=CC(=C1)C1=C2C=CNC2=CC=C1 (3,6-dichloro-N-[6-(1H-indol-4-yl)-1H-indazol-4-yl]-2-pyridinecarboxamide).